This data is from the Open Reaction Database (ORD), a public repository of structured organic reaction records. The task is: describe an organic reaction: reactants, conditions, products, and yield Reactants: N1=C(C=CC2=CC(=CC=C12)O)O (quinoline2,6-diol), O=P(Cl)(Cl)Cl (POCl3). The product is ClC1=NC2=CC=C(C=C2C=C1)O (2-chloroquinolin-6-ol). RXN SMILES: [N:1]1[C:10]2[C:5](=[CH:6][C:7]([OH:11])=[CH:8][CH:9]=2)[CH:4]=[CH:3][C:2]=1O.O=P(Cl)(Cl)[Cl:15]>>[Cl:15][C:2]1[CH:3]=[CH:4][C:5]2[C:10](=[CH:9][CH:8]=[C:7]([OH:11])[CH:6]=2)[N:1]=1. Procedure details: As set forth in reaction Scheme C, quinoline2,6-diol is chlorinated with POCl3 to obtain 2-chloroquinolin-6-ol, which is reacted with a desired amine substituent, in this case 4-bromo-3-methylaniline, and to obtain the amine substituted quinolinol. A mixture of the alcohol and potassium bis(trimethylsilyl)amide in dimethylformamide is reacted with a desired substituent at the alcohol group, in this case dimethylformamide, to obtain the desire product, in this case (4-{2-[(4-bromo-3-methylphenyl)... The reactants are Cl, [Na+], [OH-], O, CC(=O)Nc1nc2c(s1)-c1c(cnn1-c1ccccc1)CC2. Yields the product Nc1nc2c(s1)-c1c(cnn1-c1ccccc1)CC2. Reaction SMILES: [ClH:1].[Na+:25].[OH-:24].[OH2:26].[c:2]1(-[n:8]2[n:9][cH:10][c:11]3[c:12]2-[c:13]2[c:14]([n:15][c:16]([NH:18][C:19](=[O:20])[CH3:21])[s:17]2)[CH2:22][CH2:23]3)[cH:3][cH:4][cH:5][cH:6][cH:7]1>>[c:2]1(-[n:8]2[n:9][cH:10][c:11]3[c:12]2-[c:13]2[c:14]([n:15][c:16]([NH2:18])[s:17]2)[CH2:22][CH2:23]3)[cH:3][cH:4][cH:5][cH:6][cH:7]1. Starting materials: C(C1=CC=CC=C1)OC([C@@H](O)C)=O ((S)-Lactic acid benzyl ester), [Si](C)(C)(C(C)(C)C)OC[C@H]1CNC[C@@H]1C1=CC=CC=C1 (3-(R)-(t-Butyldimethylsilyloxymethyl)-4-(S)-phenyl pyrrolidine). The product is [Si](C)(C)(C(C)(C)C)OC[C@H]1CN(C[C@@H]1C1=CC=CC=C1)[C@@H](C(=O)OCC1=CC=CC=C1)C (2-(R)-(3-(R)-(t-Butyldimethylsilyloxymethyl)-4-(S)-phenylpyrrolidin-1-yl )propanoic acid, benzyl ester). Yield: 66.3%. RXN SMILES: [CH2:1]([O:8][C:9](=[O:13])[C@H:10]([CH3:12])O)[C:2]1[CH:7]=[CH:6][CH:5]=[CH:4][CH:3]=1.[Si:14]([O:21][CH2:22][C@@H:23]1[C@@H:27]([C:28]2[CH:33]=[CH:32][CH:31]=[CH:30][CH:29]=2)[CH2:26][NH:25][CH2:24]1)([C:17]([CH3:20])([CH3:19])[CH3:18])([CH3:16])[CH3:15]>>[Si:14]([O:21][CH2:22][C@@H:23]1[C@@H:27]([C:28]2[CH:33]=[CH:32][CH:31]=[CH:30][CH:29]=2)[CH2:26][N:25]([C@H:10]([CH3:12])[C:9]([O:8][CH2:1][C:2]2[CH:7]=[CH:6][CH:5]=[CH:4][CH:3]=2)=[O:13])[CH2:24]1)([C:17]([CH3:20])([CH3:19])[CH3:18])([CH3:16])[CH3:15]. Reported procedure: The title compound was prepared from 242 mg (1.3 mmol) of (S)-lactic acid, benzyl ester (from EXAMPLE 7, Step A) and 310 mg (1.0 mmol) of 3-(R)-(t-butyldimethylsilyloxymethyl)-4-(S)-phenylpyrrolidine (from EXAMPLE 1, Step E) using a procedure analogous to that described in EXAMPLE 1, Step G to provide 301 mg (62%) of the title compound: RF: 0.47 (4:1 v/v hexanes/EtOAc). 1H NMR (300 MHz) δ 0.0 (s, 6H), 0.85 (s, 9H), 1.41 (d, J=6.0 Hz, 3H), 2.41-3.62 (m, 9H), 5.17 (s, 2H), 7.16-7.38 (m, 10H). Starting materials: O=C([O-])[O-], ClCCN1CCCC1, Cl, [K+], [K+], Oc1ccc(-c2cnc(CSCCOc3ccccc3)o2)cc1, CN(C)C=O. The product is c1ccc(OCCSCc2ncc(-c3ccc(OCCN4CCCC4)cc3)o2)cc1. As a reaction SMILES: [C:33](=[O:34])([O-:35])[O-:36].[Cl:25][CH2:26][CH2:27][N:28]1[CH2:29][CH2:30][CH2:31][CH2:32]1.[ClH:24].[K+:37].[K+:38].[O:1]([c:2]1[cH:3][cH:4][cH:5][cH:6][cH:7]1)[CH2:8][CH2:9][S:10][CH2:11][c:12]1[o:13][c:14](-[c:17]2[cH:18][cH:19][c:20]([OH:23])[cH:21][cH:22]2)[cH:15][n:16]1.[O:39]=[CH:40][N:41]([CH3:42])[CH3:43]>>[O:1]([c:2]1[cH:3][cH:4][cH:5][cH:6][cH:7]1)[CH2:8][CH2:9][S:10][CH2:11][c:12]1[o:13][c:14](-[c:17]2[cH:18][cH:19][c:20]([O:23][CH2:26][CH2:27][N:28]3[CH2:29][CH2:30][CH2:31][CH2:32]3)[cH:21][cH:22]2)[cH:15][n:16]1. Reactants: CS(=O)(=O)OCC1CC(SC(c2ccccc2)(c2ccccc2)c2ccccc2)CN1C(=O)OCc1ccc([N+](=O)[O-])cc1, CN(C)C=O, [Cl-], [N-]=[N+]=[N-], [NH4+], [Na+]. The product is [N-]=[N+]=NCC1CC(SC(c2ccccc2)(c2ccccc2)c2ccccc2)CN1C(=O)OCc1ccc([N+](=O)[O-])cc1. As a reaction SMILES: [CH3:1][S:2]([O:3][CH2:6][CH:7]1[N:8]([C:32](=[O:33])[O:34][CH2:35][c:36]2[cH:37][cH:38][c:39]([N+:42](=[O:43])[O-:44])[cH:40][cH:41]2)[CH2:9][CH:10]([S:12][C:13]([c:14]2[cH:15][cH:16][cH:17][cH:18][cH:19]2)([c:20]2[cH:21][cH:22][cH:23][cH:24][cH:25]2)[c:26]2[cH:27][cH:28][cH:29][cH:30][cH:31]2)[CH2:11]1)(=[O:4])=[O:5].[CH3:51][N:52]([CH3:53])[CH:54]=[O:55].[Cl-:49].[N-:46]=[N+:47]=[N-:48].[NH4+:50].[Na+:45]>>[CH2:6]([CH:7]1[N:8]([C:32](=[O:33])[O:34][CH2:35][c:36]2[cH:37][cH:38][c:39]([N+:42](=[O:43])[O-:44])[cH:40][cH:41]2)[CH2:9][CH:10]([S:12][C:13]([c:14]2[cH:15][cH:16][cH:17][cH:18][cH:19]2)([c:20]2[cH:21][cH:22][cH:23][cH:24][cH:25]2)[c:26]2[cH:27][cH:28][cH:29][cH:30][cH:31]2)[CH2:11]1)[N:46]=[N+:47]=[N-:48]. Starting materials: O1[C@H](COCC2=CC=CC=C2)C1 ((S)-benzyl 2,3-epoxypropyl ether), C1(CC1)COC1=C(C=CC=C1)O (o-cyclopropylmethoxyphenol), C([O-])([O-])=O.[K+].[K+] (potassium carbonate). Run in CC(=O)C (acetone), CCCCCC (hexane). Product: C(C1=CC=CC=C1)OC[C@@H](COC1=C(C=CC=C1)OCC1CC1)O ((S)-1-benzyloxy-3-[o-(cyclopropylmethoxy)phenoxy]-2-hydroxypropane). RXN SMILES: [O:1]1[CH2:12][C@H:2]1[CH2:3][O:4][CH2:5][C:6]1[CH:11]=[CH:10][CH:9]=[CH:8][CH:7]=1.[CH:13]1([CH2:16][O:17][C:18]2[CH:23]=[CH:22][CH:21]=[CH:20][C:19]=2[OH:24])[CH2:15][CH2:14]1.C(=O)([O-])[O-].[K+].[K+]>CC(C)=O.CCCCCC>[CH2:5]([O:4][CH2:3][C@H:2]([OH:1])[CH2:12][O:24][C:19]1[CH:20]=[CH:21][CH:22]=[CH:23][C:18]=1[O:17][CH2:16][CH:13]1[CH2:14][CH2:15]1)[C:6]1[CH:11]=[CH:10][CH:9]=[CH:8][CH:7]=1 |f:2.3.4|. Procedure: A mixture of (S)-benzyl 2,3-epoxypropyl ether (8.95 g as described in Heterocycles Vol. 16, 381, 1981), o-cyclopropylmethoxyphenol (8.95 g) in 36 ml acetone and 4 ml hexane, to which is added powdered potassium carbonate (6.9 g), is stirred at reflux in nitrogen atmosphere for 74 hours. After cooling to room temperature the solid is filtered off and washed with acetone. The filtrate is concentrated under reduced pressure, the residue is dissolved in ether, the ether solution is washed 2x with wa...